This data is from the Open Reaction Database (ORD), a public repository of structured organic reaction records. The task is: describe an organic reaction: reactants, conditions, products, and yield Reaction SMILES: [BrH:18].[CH3:19][C:20](=[O:21])[OH:22].[CH3:1][O:2][c:3]1[c:4]([CH3:17])[cH:5][c:6]([C:7](=[O:8])[c:9]2[cH:10][cH:11][cH:12][cH:13][cH:14]2)[cH:15][cH:16]1>>[OH:2][c:3]1[c:4]([CH3:17])[cH:5][c:6]([C:7](=[O:8])[c:9]2[cH:10][cH:11][cH:12][cH:13][cH:14]2)[cH:15][cH:16]1. Product: Cc1cc(C(=O)c2ccccc2)ccc1O. Reactants: Br, CC(=O)O, COc1ccc(C(=O)c2ccccc2)cc1C. The reactants are C(C)(C)(C)OC(=O)N1CCNCC1 (tert-butoxycarbonylpiperazine), NC=1C=C2C=CN=CC2=CC1 (6-aminoisoquinoline), Cl.Cl.N1(CCNCC1)S(=O)(=O)C=1C=C2C=CN=CC2=CC1 (6-(piperazin-1-ylsulfonyl)isoquinoline dihydrochloride), ClS(=O)(=O)C=1C=C2C=CN=CC2=CC1 (6-chlorosulfonylisoquinoline), ClS(=O)(=O)C=1C=C2C=CN=CC2=CC1 (6-chlorosulfonylisoquinoline). Solvent: C(C)N(CC)CC (triethylamine), ClCCl (dichloromethane). The product is C(C)(C)(C)OC(=O)N1CCN(CC1)S(=O)(=O)C=1C=C2C=CN=CC2=CC1 (6-(4-tert-butoxycarbonylpiperazin-1-ylsulfonyl)isoquinoline). RXN SMILES: [C:1]([O:5][C:6]([N:8]1[CH2:13][CH2:12][NH:11][CH2:10][CH2:9]1)=[O:7])([CH3:4])([CH3:3])[CH3:2].Cl[S:15]([C:18]1[CH:19]=[C:20]2[C:25](=[CH:26][CH:27]=1)[CH:24]=[N:23][CH:22]=[CH:21]2)(=[O:17])=[O:16].NC1C=C2C(=CC=1)C=NC=C2.Cl.Cl.N1(S(C2C=C3C(=CC=2)C=NC=C3)(=O)=O)CCNCC1>ClCCl.C(N(CC)CC)C>[C:1]([O:5][C:6]([N:8]1[CH2:13][CH2:12][N:11]([S:15]([C:18]2[CH:19]=[C:20]3[C:25](=[CH:26][CH:27]=2)[CH:24]=[N:23][CH:22]=[CH:21]3)(=[O:16])=[O:17])[CH2:10][CH2:9]1)=[O:7])([CH3:4])([CH3:2])[CH3:3] |f:3.4.5|. Procedure details: 0.5 mL of triethylamine and 0.5 g of tert-butoxycarbonylpiperazine were added with stirring at room temperature to a dichloromethane solution (100 mL) of 6-chlorosulfonylisoquinoline (Reference Compound 2) synthesized according to Reference Example 2 from 500 mg of 6-aminoisoquinoline (Reference Compound 1), and reacted for 6 hours. After the completion of reaction, the reaction solution was washed with saturated saline and dried over anhydrous sodium sulfate. After concentration, the obtained c... Starting materials: FC(C=1C=C(C(=O)N2C(CNCC2)CC2=CC(=C(C=C2)C)OCOCCOC)C=C(C1)C(F)(F)F)(F)F (1-[3,5-bis(trifluoromethyl)benzoyl]-2-[3-[(2-methoxyethoxy)methoxy]-4-methylbenzyl]piperazine), Cl.ClCC#CC=1C=NC=CC1 (1-chloro-3-(3-pyridyl)-2-propyne hydrochloride), C([O-])([O-])=O.[K+].[K+] (potassium carbonate), [I-].[K+] (potassium iodide). The solvent is CN(C=O)C (N,N-dimethylformamide). Yields the product FC(C=1C=C(C(=O)N2C(CN(CC2)CC#CC=2C=NC=CC2)CC2=CC(=C(C=C2)C)OCOCCOC)C=C(C1)C(F)(F)F)(F)F (1-[3,5-bis(trifluoromethyl)benzoyl]-2-[3-[(2-methoxyethoxy)methoxy]-4-methylbenzyl]-4-[3-(3-pyridyl)-2-propynyl]piperazine). Yield: 90.5%. As a reaction SMILES: [F:1][C:2]([F:37])([F:36])[C:3]1[CH:4]=[C:5]([CH:29]=[C:30]([C:32]([F:35])([F:34])[F:33])[CH:31]=1)[C:6]([N:8]1[CH2:13][CH2:12][NH:11][CH2:10][CH:9]1[CH2:14][C:15]1[CH:20]=[CH:19][C:18]([CH3:21])=[C:17]([O:22][CH2:23][O:24][CH2:25][CH2:26][O:27][CH3:28])[CH:16]=1)=[O:7].Cl.Cl[CH2:40][C:41]#[C:42][C:43]1[CH:44]=[N:45][CH:46]=[CH:47][CH:48]=1.C(=O)([O-])[O-].[K+].[K+].[I-].[K+]>CN(C)C=O>[F:37][C:2]([F:1])([F:36])[C:3]1[CH:4]=[C:5]([CH:29]=[C:30]([C:32]([F:33])([F:34])[F:35])[CH:31]=1)[C:6]([N:8]1[CH2:13][CH2:12][N:11]([CH2:40][C:41]#[C:42][C:43]2[CH:44]=[N:45][CH:46]=[CH:47][CH:48]=2)[CH2:10][CH:9]1[CH2:14][C:15]1[CH:20]=[CH:19][C:18]([CH3:21])=[C:17]([O:22][CH2:23][O:24][CH2:25][CH2:26][O:27][CH3:28])[CH:16]=1)=[O:7] |f:1.2,3.4.5,6.7|. Procedure: A mixture of 1-[3,5-bis(trifluoromethyl)benzoyl]-2-[3-[(2-methoxyethoxy)methoxy]-4-methylbenzyl]piperazine (0.4 g), 1-chloro-3-(3-pyridyl)-2-propyne hydrochloride (0.17 g), potassium carbonate (0.52 g) and a trace of potassium iodide in N,N-dimethylformamide (7 ml) was stirred for 4 hours at 80° C. After cooling, the solvent was removed by evaporation, and ethyl acetate and aqueous sodium hydrogen carbonate solution were added thereto. The organic layer was separated, dried over magnesium sulfat... Yields the product CN(C(C)=O)C1CN(CC1)C1=CC=C(C=C1)NC(=O)NC1=CC=C(C=C1)N1CCCCC1 (N-Methyl-N-(1-{4-[3-(4-piperidin-1-ylphenyl)ureido]phenyl}pyrrolidin-3-yl)acetamide). Starting materials: NC1=CC=C(C=C1)N1CC(CC1)N(C(C)=O)C (N-[1-(4-Aminophenyl)pyrrolidin-3-yl]-N-methylacetamide), C(=O)(N1C=NC=C1)N1C=NC=C1 (carbonyldiimidazole), N1(CCCCC1)C1=CC=C(C=C1)N (4-piperidin-1-ylphenylamine). Reported procedure: N-[1-(4-Aminophenyl)pyrrolidin-3-yl]-N-methylacetamide was reacted with carbonyldiimidazole and then with 4-piperidin-1-ylphenylamine by method A. This resulted in the product with the molecular weight of 435.57 (C25H33N5O2); MS (ESI): 436 (M+H+). Reaction SMILES: [NH2:1][C:2]1[CH:7]=[CH:6][C:5]([N:8]2[CH2:12][CH2:11][CH:10]([N:13]([CH3:17])[C:14](=[O:16])[CH3:15])[CH2:9]2)=[CH:4][CH:3]=1.[C:18](N1C=CN=C1)(N1C=CN=C1)=[O:19].[N:30]1([C:36]2[CH:41]=[CH:40][C:39]([NH2:42])=[CH:38][CH:37]=2)[CH2:35][CH2:34][CH2:33][CH2:32][CH2:31]1>>[CH3:17][N:13]([CH:10]1[CH2:11][CH2:12][N:8]([C:5]2[CH:4]=[CH:3][C:2]([NH:1][C:18]([NH:42][C:39]3[CH:38]=[CH:37][C:36]([N:30]4[CH2:35][CH2:34][CH2:33][CH2:32][CH2:31]4)=[CH:41][CH:40]=3)=[O:19])=[CH:7][CH:6]=2)[CH2:9]1)[C:14](=[O:16])[CH3:15]. Reactants: CC1CN(Cc2ccccc2)CCC1=O, C1CCOC1, CC(C)(C)[O-], CI, [K+]. Yields the product CC1(C)CN(Cc2ccccc2)CCC1=O. Reaction SMILES: [CH2:1]([c:2]1[cH:3][cH:4][cH:5][cH:6][cH:7]1)[N:8]1[CH2:9][CH:10]([CH3:15])[C:11](=[O:14])[CH2:12][CH2:13]1.[CH2:24]1[O:25][CH2:26][CH2:27][CH2:28]1.[CH3:16][C:17]([CH3:18])([O-:19])[CH3:20].[CH3:22][I:23].[K+:21]>>[CH2:1]([c:2]1[cH:3][cH:4][cH:5][cH:6][cH:7]1)[N:8]1[CH2:9][C:10]([CH3:15])([CH3:16])[C:11](=[O:14])[CH2:12][CH2:13]1.